The task is: describe an organic reaction: reactants, conditions, products, and yield. This data is from the Open Reaction Database (ORD), a public repository of structured organic reaction records. Starting materials: C(C)(C)C1=NN2C(C=CC=C2)=C1S(=O)(=O)C1=CC=C(C=C1)OC (2-isopropyl-3-(4-methoxybenzenesulphonyl) pyrazolo[1,5-a]pyridine), Cl.N1=CC=CC=C1 (pyridine hydrochloride). Solvent: O (Water). Run at temperature 220 celsius. The product is C(C)(C)C1=NN2C(C=CC=C2)=C1S(=O)(=O)C1=CC=C(C=C1)O (2-Isopropyl-3-(4-hydroxybenzenesulphonyl)pyrazolo[1,5-a]pyridine). Reaction SMILES: [CH:1]([C:4]1[C:12]([S:13]([C:16]2[CH:21]=[CH:20][C:19]([O:22]C)=[CH:18][CH:17]=2)(=[O:15])=[O:14])=[C:7]2[CH:8]=[CH:9][CH:10]=[CH:11][N:6]2[N:5]=1)([CH3:3])[CH3:2].Cl.N1C=CC=CC=1>O>[CH:1]([C:4]1[C:12]([S:13]([C:16]2[CH:17]=[CH:18][C:19]([OH:22])=[CH:20][CH:21]=2)(=[O:15])=[O:14])=[C:7]2[CH:8]=[CH:9][CH:10]=[CH:11][N:6]2[N:5]=1)([CH3:3])[CH3:2] |f:1.2|. Reported procedure: A mixture of 0.012 mol of 2-isopropyl-3-(4-methoxybenzenesulphonyl) pyrazolo[1,5-a]pyridine and 0.054 mol of pyridine hydrochloride was heated at 220° C. for & hour. Water was then added and the mixture was distilled in the presence of ethyl acetate. The medium was dried on sodium sulphate, filtered and concentrated. The solid so obtained was then recrystallized from isopropyl ether to provide a white crystalline product. Reactants: C(=O)(OC(C)(C)C)N1CC=CC1 (N-Boc-3-pyrroline), ClC1=CC(=CC=C1)C(=O)OO (m-chloroperbenzoic acid). The solvent is C(Cl)Cl (CH2Cl2), C(Cl)Cl (CH2Cl2). Reaction conditions: time 8 hour. Product: C(=O)(OC(C)(C)C)[N+]1(CC=CC1)[O-] (N-Boc-3-pyrroline oxide). Yield: 83.1%. Reaction SMILES: [C:1]([N:8]1[CH2:12][CH:11]=[CH:10][CH2:9]1)([O:3][C:4]([CH3:7])([CH3:6])[CH3:5])=[O:2].ClC1C=CC=C(C(OO)=[O:21])C=1>C(Cl)Cl>[C:1]([N+:8]1([O-:21])[CH2:9][CH:10]=[CH:11][CH2:12]1)([O:3][C:4]([CH3:7])([CH3:6])[CH3:5])=[O:2]. Procedure details: To a stirred solution of N-Boc-3-pyrroline (1.69 g, 10 mmol) in CH2Cl2 (20 mL) was added m-chloroperbenzoic acid (MCPBA) (˜85%, 5.2 g) in CH2Cl2 (20 mL) dropwise, and stirring was continued at room temperature overnight. The solution was extracted with saturated aqueous NaHCO3, saturated aqueous Na2SO3 and saturated aqueous NaHCO3 successively. The organic layer was dried over Na2SO4 and filtered. The solvent was evaporated and the residue was purified by flash chromatography (20% ethyl acetate ... Starting materials: C(C)NCC1=C(C=CC(=C1)Cl)OCC1CCC1 (N-Ethyl 5-chloro-2-(cyclobutylmethoxy)benzylamine), CN1CCCC1=O (NMP), ClC=1N=NC=C(C1)C#N (3-chloro-5-cyanopyridazine), C(O)([O-])=O.[Na+] (sodium hydrogen carbonate). Product: ClC=1C=CC(=C(CN(CC)C2=CC=C(N=N2)C#N)C1)OCC1CCC1 (6-[N-(5-Chloro-2-cyclobutylmethoxybenzyl)-N-ethylamino]-3-cyanopyridazine). Reaction SMILES: [CH2:1]([NH:3][CH2:4][C:5]1[CH:10]=[C:9]([Cl:11])[CH:8]=[CH:7][C:6]=1[O:12][CH2:13][CH:14]1[CH2:17][CH2:16][CH2:15]1)[CH3:2].Cl[C:19]1[N:20]=[N:21][CH:22]=[C:23](C#N)[CH:24]=1.C(=O)([O-])O.[Na+].[CH3:32][N:33]1C(=O)CCC1>>[Cl:11][C:9]1[CH:8]=[CH:7][C:6]([O:12][CH2:13][CH:14]2[CH2:17][CH2:16][CH2:15]2)=[C:5]([CH:10]=1)[CH2:4][N:3]([C:22]1[N:21]=[N:20][C:19]([C:32]#[N:33])=[CH:24][CH:23]=1)[CH2:1][CH3:2] |f:2.3|. Reported procedure: N-Ethyl 5-chloro-2-(cyclobutylmethoxy)benzylamine (2.1 g, 8.3 mmol) was coupled to the 3-chloro-5-cyanopyridazine (1.3 g, 8.25 mmol) with sodium hydrogen carbonate (0.71 g, 8.45 mmol) in NMP (10 ml) in a similar method to that of reference example 18. The title compound was purified by MPLC( dichloromethane, 1%MeOH/dichloromethane) (2.3 g, 78%) to give a solid. Yields the product ClC=1C=C2C3=C(N(C2=CC1)CC(=O)O)CN(CC3)C (2-(6-chloro-1,2,3,4-tetrahydro-2-methylpyrido[3,4-b]indol-9-yl)acetic acid). Solvent: C1CCOC1 (THF), O (water). RXN SMILES: [Cl:1][C:2]1[CH:3]=[C:4]2[C:8](=[CH:9][CH:10]=1)[N:7]([CH2:11][C:12]([O:14]CC)=[O:13])[C:6]1[CH2:17][N:18]([CH3:21])[CH2:19][CH2:20][C:5]2=1.[OH-].[Na+]>C1COCC1.O>[Cl:1][C:2]1[CH:3]=[C:4]2[C:8](=[CH:9][CH:10]=1)[N:7]([CH2:11][C:12]([OH:14])=[O:13])[C:6]1[CH2:17][N:18]([CH3:21])[CH2:19][CH2:20][C:5]2=1 |f:1.2|. Starting materials: ClC=1C=C2C3=C(N(C2=CC1)CC(=O)OCC)CN(CC3)C (Ethyl 2-(6-chloro-1,2,3,4-tetrahydro-2-methylpyrido[3,4-b]indol-9-yl)acetate), [OH-].[Na+] (sodium hydroxide). Isolated yield 21.6%. Run at temperature 75 celsius. Procedure details: Ethyl 2-(6-chloro-1,2,3,4-tetrahydro-2-methylpyrido[3,4-b]indol-9-yl)acetate (0.3 g, 2.9 mmol) in THF (10 mL) was added to a solution of sodium hydroxide (0.177 g, 2.9 mmol) in water (3 mL) and heated at 75° C. for 1 h. The progress of the reaction was monitored by TLC. After completion of the reaction, the solvent was removed; water (10 mL) was added to the residue and the aqueous layer was washed with ethyl acetate (2×10 mL). The pH of aqueous layer was adjusted to 2-3, and the aqueous layer w... Reactants: CCN(C(C)C)C(C)C, Cc1cc(Cl)ncn1, Cl, Cl, COC1CNCCC1Nc1nc2c(-c3ccc(F)c(F)c3)cccn2n1, [Na+], C1COCCO1, [OH-]. Yields the product COC1CN(c2cc(C)ncn2)CCC1Nc1nc2c(-c3ccc(F)c(F)c3)cccn2n1. As a reaction SMILES: [CH:37]([N:38]([CH2:39][CH3:40])[CH:41]([CH3:42])[CH3:43])([CH3:44])[CH3:45].[Cl:29][c:30]1[n:31][cH:32][n:33][c:34]([CH3:36])[cH:35]1.[ClH:1].[ClH:2].[F:3][c:4]1[cH:5][c:6](-[c:11]2[c:12]3[n:13]([cH:14][cH:15][cH:16]2)[n:17][c:18]([NH:20][CH:21]2[CH:22]([O:27][CH3:28])[CH2:23][NH:24][CH2:25][CH2:26]2)[n:19]3)[cH:7][cH:8][c:9]1[F:10].[Na+:47].[O:48]1[CH2:49][CH2:50][O:51][CH2:52][CH2:53]1.[OH-:46]>>[F:3][c:4]1[cH:5][c:6](-[c:11]2[c:12]3[n:13]([cH:14][cH:15][cH:16]2)[n:17][c:18]([NH:20][CH:21]2[CH:22]([O:27][CH3:28])[CH2:23][N:24]([c:30]4[n:31][cH:32][n:33][c:34]([CH3:36])[cH:35]4)[CH2:25][CH2:26]2)[n:19]3)[cH:7][cH:8][c:9]1[F:10].